From a dataset of the Open Reaction Database (ORD), a public repository of structured organic reaction records. describe an organic reaction: reactants, conditions, products, and yield Starting materials: biotin-streptavidin, C1=CC=C2C(=C1)C(=O)OC23C4=CC(=C(C=C4OC5=CC(=C(C=C35)CN(CC(=O)O)CC(=O)O)O)O)CN(CC(=O)O)CC(=O)O (calcein), MeO-suc-AAPV, C(CCCC[C@@H]1SC[C@@H]2NC(=O)N[C@H]12)(=O)NC(CCCCC)=O (N-biotinyl caproylamine). The product is OC(=O)CCCC[C@@H]1SC[C@@H]2NC(=O)N[C@H]12 (biotin). Reaction SMILES: [C:1](NC(=O)CCCCC)(=[O:15])[CH2:2][CH2:3][CH2:4][CH2:5][C@H:6]1[C@@H:14]2[C@@H:9]([NH:10][C:11]([NH:13]2)=[O:12])[CH2:8][S:7]1.C1C=C2C(OC3(C4C(=CC(O)=C(CN(CC(O)=O)CC(O)=O)C=4)OC4C3=CC(CN(CC(O)=O)CC(O)=O)=C(O)C=4)C2=CC=1)=[O:31]>>[OH:31][C:1]([CH2:2][CH2:3][CH2:4][CH2:5][C@H:6]1[C@@H:14]2[C@@H:9]([NH:10][C:11]([NH:13]2)=[O:12])[CH2:8][S:7]1)=[O:15]. Procedure details: Liposomes were bound to adherent ECV304 cells via a biotin-streptavidin linkage. To this end DODAP/MeO-suc-AAPV-DOPE (1:1 mol:mol) liposomes were prepared with 0.3 mol % N-biotinyl caproylamine-PE (N-biotinyl-cap-PE) as well as fluorescent lipid probes or with encapsulated calcein. ECV304 cells that had been plated on glass coverslips in tissue culture plates were washed with HBSS buffer and then incubated sequentially at room temperature with biotin-wheat germ agglutinin (WGA) (20 ug/ml, obtain... Reactants: Cl, CC(C)(N)C(=O)C(C)(C)N, O. Yields the product CC1(C)N=NC(C)(C)C1=O. As a reaction SMILES: [Cl:11].[NH2:1][C:2]([CH3:3])([C:4]([C:5]([CH3:6])([CH3:7])[NH2:8])=[O:9])[CH3:10].[OH2:12]>>[N:1]1=[N:8][C:5]([CH3:6])([CH3:7])[C:4](=[O:9])[C:2]1([CH3:3])[CH3:10]. The reactants are C1(=CC=C(C=C1)S(=O)(=O)O)C (p-Toluenesulfonic acid), COC(=O)C1=C(C2=C(N=CN=C2Cl)S1)C (4-Chloro-5-methyl-thieno[2,3-d]pyrimidine-6-carboxylic acid methyl ester), FC1=CC(=C(N)C=C1)O[C@H]1COCC1 ((R)-4-fluoro-2-(tetrahydrofuran-3-yloxy)aniline), FC1=CC(=C(N)C=C1)O[C@H]1COCC1 ((R)-4-fluoro-2-(tetrahydrofuran-3-yloxy)aniline). Solvent: O1CCOCC1 (Dioxan). Conditions: temperature 110 celsius. Yields the product FC1=CC(=C(C=C1)NC=1C2=C(N=CN1)SC(=C2C)C(=O)OC)O[C@H]2COCC2 ((R)-methyl 4-(4-fluoro-2-(tetrahydrofuran-3-yloxy)phenylamino)-5-methylthieno[2,3-d]pyrimidine-6-carboxylate). Reaction SMILES: [CH3:1][O:2][C:3]([C:5]1[S:14][C:8]2[N:9]=[CH:10][N:11]=[C:12](Cl)[C:7]=2[C:6]=1[CH3:15])=[O:4].[F:16][C:17]1[CH:23]=[CH:22][C:20]([NH2:21])=[C:19]([O:24][C@@H:25]2[CH2:29][CH2:28][O:27][CH2:26]2)[CH:18]=1.C1(C)C=CC(S(O)(=O)=O)=CC=1>O1CCOCC1>[F:16][C:17]1[CH:23]=[CH:22][C:20]([NH:21][C:12]2[C:7]3[C:6]([CH3:15])=[C:5]([C:3]([O:2][CH3:1])=[O:4])[S:14][C:8]=3[N:9]=[CH:10][N:11]=2)=[C:19]([O:24][C@@H:25]2[CH2:29][CH2:28][O:27][CH2:26]2)[CH:18]=1. Procedure details: 4-Chloro-5-methyl-thieno[2,3-d]pyrimidine-6-carboxylic acid methyl ester (100 mg) and (R)-4-fluoro-2-(tetrahydrofuran-3-yloxy)aniline (Intermediate VI) (81 mg) was dissolved in Dioxan (2 ml) and p-Toluenesulfonic acid (15 mg) was added. The reaction heated at 110° C. under microwave radiation. The resultant precipitate was filtered and dissolved in dichloromethane/Methanol. The solution was dried and concentrated to give the desired product. The reactants are C(C)(=O)SC1=CN=C(S1)NC(C)=O (N-[5-(acetylthio)-2-thiazolyl]acetamide), CC(C)([O-])C.[K+] (potassium tert-butoxide), ClCC=1OC(=CN1)C(C)(C)C (2-(chloromethyl)-5-t-butyloxazole). Run in C1CCOC1 (THF), C1CCOC1 (THF). Reaction conditions: time 15 minute. The product is C(C)(C)(C)C1=CN=C(O1)CSC1=CN=C(S1)NC(C)=O (N-[5-[[(5-t-butyl-2-oxazolyl)methyl]thio]-2-thiazolyl]acetamide). Yield: 60.9%. Reaction SMILES: [C:1]([S:4][C:5]1[S:9][C:8]([NH:10][C:11](=[O:13])[CH3:12])=[N:7][CH:6]=1)(=O)[CH3:2].CC(C)([O-])C.[K+].ClCC1[O:23][C:24]([C:27]([CH3:30])([CH3:29])[CH3:28])=[CH:25][N:26]=1>C1COCC1>[C:27]([C:24]1[O:23][C:2]([CH2:1][S:4][C:5]2[S:9][C:8]([NH:10][C:11](=[O:13])[CH3:12])=[N:7][CH:6]=2)=[N:26][CH:25]=1)([CH3:30])([CH3:29])[CH3:28] |f:1.2|. Reported procedure: To a solution of 50 mg (0.23 mmol, Applied Chemical Laboratory) of N-[5-(acetylthio)-2-thiazolyl]acetamide in 10 mL of THF was added 0.25 mL of potassium tert-butoxide solution (1 M solution, 0.25 mmol) at rt under argon. The resulting suspension was stirred for 15 min at rt, then a solution of 59 mg of 2-(chloromethyl)-5-t-butyloxazole (0.34 mmol) in 1 mL of THF was added. The resulting mixture was stirred at rt for 16 h, concentrated under reduced pressure and purified by flash column chromato... The reactants are COc1ccc(P2(=S)SP(=S)(c3ccc(OC)cc3)S2)cc1, Cc1ccccc1, CC(C)(C)C(=O)Nc1ccc(I)cn1. Yields the product CC(C)(C)C(=S)Nc1ccc(I)cn1. RXN SMILES: [CH3:15][O:16][c:17]1[cH:18][cH:19][c:20]([P:21]2(=[S:24])[S:22][P:23]([c:25]3[cH:26][cH:27][c:28]([O:29][CH3:30])[cH:31][cH:32]3)(=[S:33])[S:34]2)[cH:35][cH:36]1.[CH3:37][c:38]1[cH:39][cH:40][cH:41][cH:42][cH:43]1.[I:1][c:2]1[cH:3][cH:4][c:5]([NH:8][C:9]([C:10]([CH3:11])([CH3:12])[CH3:13])=[O:14])[n:6][cH:7]1>>[I:1][c:2]1[cH:3][cH:4][c:5]([NH:8][C:9]([C:10]([CH3:11])([CH3:12])[CH3:13])=[S:24])[n:6][cH:7]1. The reactants are CC1(C)CC(Br)c2cc(C#N)ccc2O1, CN(C)C=O, [Na+], O=C([O-])O, NCCNc1ccccc1. The product is CC1(C)CC(NCCNc2ccccc2)c2cc(C#N)ccc2O1. As a reaction SMILES: [Br:1][CH:2]1[CH2:3][C:4]([CH3:14])([CH3:15])[O:5][c:6]2[c:7]1[cH:8][c:9]([C:12]#[N:13])[cH:10][cH:11]2.[CH3:31][N:32]([CH3:33])[CH:34]=[O:35].[Na+:30].[O-:26][C:27]([OH:28])=[O:29].[c:16]1([NH:22][CH2:23][CH2:24][NH2:25])[cH:17][cH:18][cH:19][cH:20][cH:21]1>>[CH:2]1([NH:25][CH2:24][CH2:23][NH:22][c:16]2[cH:17][cH:18][cH:19][cH:20][cH:21]2)[CH2:3][C:4]([CH3:14])([CH3:15])[O:5][c:6]2[c:7]1[cH:8][c:9]([C:12]#[N:13])[cH:10][cH:11]2. Procedure details: 3'-Carboxy-5'-nitrosuccinanilic Acid [F; Y is CH2CH2, Z is OH] was prepared by treating 3-succinimido-5-nitrobenzoic acid with warm dilute aqueous sodium hydroxide, and had the m.p. 220°-221° C. Reaction SMILES: [C:1]1(=[O:19])[N:5]([C:6]2[CH:7]=[C:8]([CH:12]=[C:13]([N+:15]([O-:17])=[O:16])[CH:14]=2)[C:9]([OH:11])=[O:10])[C:4](=[O:18])[CH2:3][CH2:2]1.[OH-:20].[Na+]>>[C:9]([C:8]1[CH:7]=[C:6]([CH:14]=[C:13]([N+:15]([O-:17])=[O:16])[CH:12]=1)[NH:5][C:4](=[O:18])[CH2:3][CH2:2][C:1]([OH:19])=[O:20])([OH:11])=[O:10] |f:1.2|. Starting materials: C1(CCC(N1C=1C=C(C(=O)O)C=C(C1)[N+](=O)[O-])=O)=O (3-succinimido-5-nitrobenzoic acid), [OH-].[Na+] (sodium hydroxide). The product is C(=O)(O)C=1C=C(NC(CCC(=O)O)=O)C=C(C1)[N+](=O)[O-] (3'-Carboxy-5'-nitrosuccinanilic Acid). Starting materials: BrCCCCCC1=CC(=NO1)C (5-(5-bromopentyl)-3-methylisoxazole), C([O-])([O-])=O.[K+].[K+] (potassium carbonate), O1C(=NN=C1)C1=CC=C(C=C1)O (4-(1,3,4-oxadiazolyl)phenol), [I-].[Na+] (sodium iodide). The solvent is C(C)#N (acetonitrile). Conditions: time 4 hour. Yields the product CC1=NOC(=C1)CCCCCOC1=CC=C(C=C1)C=1OC=NN1 (3-methyl-5-{5-[4-(1,3,4-oxadiazol-2-yl)phenoxy]pentyl}isoxazole). Yield: 40.6%. RXN SMILES: [O:1]1[CH:5]=[N:4][N:3]=[C:2]1[C:6]1[CH:11]=[CH:10][C:9]([OH:12])=[CH:8][CH:7]=1.Br[CH2:14][CH2:15][CH2:16][CH2:17][CH2:18][C:19]1[O:23][N:22]=[C:21]([CH3:24])[CH:20]=1.C(=O)([O-])[O-].[K+].[K+].[I-].[Na+]>C(#N)C>[CH3:24][C:21]1[CH:20]=[C:19]([CH2:18][CH2:17][CH2:16][CH2:15][CH2:14][O:12][C:9]2[CH:10]=[CH:11][C:6]([C:2]3[O:1][CH:5]=[N:4][N:3]=3)=[CH:7][CH:8]=2)[O:23][N:22]=1 |f:2.3.4,5.6|. Procedure details: A mixture of 23.6 g 4-(1,3,4-oxadiazolyl)phenol (U.S. Pat. No. 4,218,458, Example XIX), 35 g 5-(5-bromopentyl)-3-methylisoxazole and 40 g milled potassium carbonate in 1.5 liters acetonitrile under nitrogen was heated to reflux. A catalytic amount of sodium iodide was added and refluxing continued for 4 hrs. The reaction mixture was filtered and concentrated toa solid residue. The latter was dissolved in ethyl acetate and the solutionwashed with water and saturated sodium chloride solution, drie...